This data is from the Open Reaction Database (ORD), a public repository of structured organic reaction records. The task is: describe an organic reaction: reactants, conditions, products, and yield Starting materials: COC(=O)C(C)Oc1ccc(N(C)c2cnc3cc(Cl)ccc3n2)cc1, CCO, [Na+], [OH-], O. The product is CC(Oc1ccc(N(C)c2cnc3cc(Cl)ccc3n2)cc1)C(=O)O. As a reaction SMILES: [CH3:1][N:2]([c:3]1[n:4][c:5]2[cH:6][cH:7][c:8]([Cl:13])[cH:9][c:10]2[n:11][cH:12]1)[c:14]1[cH:15][cH:16][c:17]([O:18][CH:19]([C:20](=[O:21])[O:22][CH3:23])[CH3:24])[cH:25][cH:26]1.[CH3:29][CH2:30][OH:31].[Na+:28].[OH-:27].[OH2:32]>>[CH3:1][N:2]([c:3]1[n:4][c:5]2[cH:6][cH:7][c:8]([Cl:13])[cH:9][c:10]2[n:11][cH:12]1)[c:14]1[cH:15][cH:16][c:17]([O:18][CH:19]([C:20](=[O:21])[OH:22])[CH3:24])[cH:25][cH:26]1. Reactants: FC(C(=O)N1CCC2=C(C(C1)C(C)C)C=C(C(=C2)O)Br)(F)F (N-trifluoroacetyl-8-bromo-7-hydroxy-1-isopropyl-2,3,4,5-tetrahydro-1H-3-benzazepine), C(C)(C)(C)N=P(N(C)C)(N(C)C)N(C)C (N′″-tert-butyl-N,N,N′,N′,N″,N″-hexamethylphosphorimidic triamide), [Br-] (bromide). Run in Cl (HCl), ClCCl (dichloromethane). The product is FC(C(=O)N1CCC2=C(C(C1)C(C)C)C=C(C(=C2)OCC=C)Br)(F)F (N-Trifluoroacetyl-7-allyloxy-8-bromo-1-isopropyl-2,3,4,5-tetrahydro-1H-3-benzazepine). Yield: 58.2%. RXN SMILES: [F:1][C:2]([F:22])([F:21])[C:3]([N:5]1[CH2:11][CH:10]([CH:12]([CH3:14])[CH3:13])[C:9]2[CH:15]=[C:16]([Br:20])[C:17]([OH:19])=[CH:18][C:8]=2[CH2:7][CH2:6]1)=[O:4].[C:23](N=P(N(C)C)(N(C)C)N(C)C)(C)([CH3:25])[CH3:24].[Br-]>ClCCl.Cl>[F:22][C:2]([F:1])([F:21])[C:3]([N:5]1[CH2:11][CH:10]([CH:12]([CH3:14])[CH3:13])[C:9]2[CH:15]=[C:16]([Br:20])[C:17]([O:19][CH2:25][CH:23]=[CH2:24])=[CH:18][C:8]=2[CH2:7][CH2:6]1)=[O:4]. Procedure details: A solution of N-trifluoroacetyl-8-bromo-7-hydroxy-1-isopropyl-2,3,4,5-tetrahydro-1H-3-benzazepine (0.017 g, 0.045 mmol) in dichloromethane (1 mL) was treated with N′″-tert-butyl-N,N,N′,N′,N″,N″-hexamethylphosphorimidic triamide (0.016 g, 0.068 mmol), ally) bromide (0.011 g, 0.09 mmol) and stirred for 3 hours at 20 C. The product mixture was diluted with 10% aqueous HCl, extracted twice with dichloromethane (20 mL), and concentrated. Flash chromatography (10% EtOAc in hexanes, silica) resulted in... Starting materials: solution, C(CCC)[Li] (butyllithium), P(=O)([O-])(O)O.[Na+] (monosodium phosphate), CC1([C@@H]([C@@H]1C=C(Br)Br)C(=O)OC)C (methyl (1R,cis) 2,2-dimethyl-3-(2,2-dibromovinyl)-cyclopropane-carboxylate). Run in C1CCCCC1 (cyclohexane), C1CCCCC1 (cyclohexane). Run at temperature -60 celsius, time 1 hour. Yields the product CC1([C@@H]([C@@H]1C#C)C(=O)OC)C (methyl (1R,cis) 2,2-dimethyl-3-ethynyl-cyclopropane-carboxylate). Yield: 51.0%. As a reaction SMILES: C([Li])CCC.[CH3:6][C:7]1([CH3:18])[C@@H:9]([CH:10]=[C:11](Br)Br)[C@H:8]1[C:14]([O:16][CH3:17])=[O:15].P(O)(O)([O-])=O.[Na+]>C1CCCCC1>[CH3:6][C:7]1([CH3:18])[C@@H:9]([C:10]#[CH:11])[C@H:8]1[C:14]([O:16][CH3:17])=[O:15] |f:2.3|. Reported procedure: 100 ml of a solution of 1.85M of butyllithium in cyclohexane were slowly added at -100° C. to a cyclohexane solution containing 58.34 g of methyl (1R,cis) 2,2-dimethyl-3-(2,2-dibromovinyl)-cyclopropane-carboxylate and the mixture was stirred at -100° C. for 30 minutes, at -60° C. for one hour and was then poured into an iced aqueous monosodium phosphate solution. The mixture was extracted with benzene and the organic phase was evaporated to dryness under reduced pressure. The residue was rectifi... The solvent is CC(CC)=O (butanone). Product: [I-].C(CCCCCC#CCCCC)[N+]1=C(C=CC=C1)C (1-dodec-7-ynyl-2-methyl-pyridinium iodide). Starting materials: ClCCCCCCC#CCCCC (12-Chloro-dodec-5-yne), [I-].[K+] (potassium iodide), N1=C(C=CC=C1)C (2-picoline). Reaction SMILES: Cl[CH2:2][CH2:3][CH2:4][CH2:5][CH2:6][CH2:7][C:8]#[C:9][CH2:10][CH2:11][CH2:12][CH3:13].[I-:14].[K+].[N:16]1[CH:21]=[CH:20][CH:19]=[CH:18][C:17]=1[CH3:22]>CC(=O)CC>[I-:14].[CH2:2]([N+:16]1[CH:21]=[CH:20][CH:19]=[CH:18][C:17]=1[CH3:22])[CH2:3][CH2:4][CH2:5][CH2:6][CH2:7][C:8]#[C:9][CH2:10][CH2:11][CH2:12][CH3:13] |f:1.2,5.6|. Procedure: 12-Chloro-dodec-5-yne (1 mmol) was mixed with potassium iodide (3 mmol) and 2-picoline (3 mmol) in butanone. room temperature. The butanone was removed in a vacuum, and the resulting residue was partitioned between water and ethyl ether. The aqueous layer was washed extensively with ether until no 2-picoline was left in the aqueous layer. The resulting aqueous solution of the product was extracted with chloroform. The chloroform was removed to afford the product (85%). 1HNMR (300 MHz, CDCl3, ppm... The yield is 85.0%. Starting materials: CC(C)(C)OC(=O)N1C2COCC1C(OCc1ccccc1)C2, CCOCC, ClCCl, O=C(O)C(F)(F)F. The product is c1ccc(COC2CC3COCC2N3)cc1. As a reaction SMILES: [CH2:1]([c:2]1[cH:3][cH:4][cH:5][cH:6][cH:7]1)[O:8][CH:9]1[CH:10]2[CH2:11][O:12][CH2:13][CH:14]([CH2:15]1)[N:16]2[C:17]([O:18][C:19]([CH3:20])([CH3:21])[CH3:22])=[O:23].[CH3:34][CH2:35][O:36][CH2:37][CH3:38].[Cl:24][CH2:25][Cl:26].[F:27][C:28]([F:29])([F:30])[C:31]([OH:32])=[O:33]>>[CH2:1]([c:2]1[cH:3][cH:4][cH:5][cH:6][cH:7]1)[O:8][CH:9]1[CH:10]2[CH2:11][O:12][CH2:13][CH:14]([CH2:15]1)[NH:16]2. The reactants are C1CCOC1, CON(C)C(=O)c1nnn(Cc2cc(C(F)(F)F)cc(C(F)(F)F)c2)c1-c1cccnc1, [Li]CCCC, CCOC(C)=O, Clc1ccccc1-n1ccnc1, Cl. Yields the product O=C(c1nnn(Cc2cc(C(F)(F)F)cc(C(F)(F)F)c2)c1-c1cccnc1)c1nccn1-c1ccccc1Cl. RXN SMILES: [CH2:51]1[O:52][CH2:53][CH2:54][CH2:55]1.[CH3:18][O:19][N:20]([C:21](=[O:22])[c:23]1[n:24][n:25][n:26]([CH2:34][c:35]2[cH:36][c:37]([C:45]([F:46])([F:47])[F:48])[cH:38][c:39]([C:41]([F:42])([F:43])[F:44])[cH:40]2)[c:27]1-[c:28]1[cH:29][n:30][cH:31][cH:32][cH:33]1)[CH3:49].[CH3:1][CH2:2][CH2:3][CH2:4][Li:5].[CH3:56][CH2:57][O:58][C:59]([CH3:60])=[O:61].[Cl:6][c:7]1[c:8](-[n:13]2[cH:14][n:15][cH:16][cH:17]2)[cH:9][cH:10][cH:11][cH:12]1.[ClH:50]>>[Cl:6][c:7]1[c:8](-[n:13]2[c:14]([C:21](=[O:22])[c:23]3[n:24][n:25][n:26]([CH2:34][c:35]4[cH:36][c:37]([C:45]([F:46])([F:47])[F:48])[cH:38][c:39]([C:41]([F:42])([F:43])[F:44])[cH:40]4)[c:27]3-[c:28]3[cH:29][n:30][cH:31][cH:32][cH:33]3)[n:15][cH:16][cH:17]2)[cH:9][cH:10][cH:11][cH:12]1. Starting materials: [OH-].[Na+] (sodium hydroxide), N1(CCCCC1)CCCOC1=CC=C(C=O)C=C1 (4-(3-Piperidin-1-yl-propoxy)-benzaldehyde), ClC1=CC=C(C=C1)C1(CCNCC1)O (4-(4-chloro-phenyl)-piperidin-4-ol), C(C)(=O)O[BH-](OC(C)=O)OC(C)=O.[Na+] (sodium triacetoxyborohydride), C(Cl)Cl (DCM). The solvent is C(C)(=O)O (acetic acid). Conditions: time 16 hour. Yields the product N.C(Cl)Cl (ammonia DCM), ClC1=CC=C(C=C1)C1(CCN(CC1)CC1=CC=C(C=C1)OCCCN1CCCCC1)O (4-(4-Chloro-phenyl)-1-[4-(3-piperidin-1-yl-propoxy)-benzyl]-piperidin-4-ol). Yield: 1.0%. As a reaction SMILES: [N:1]1([CH2:7][CH2:8][CH2:9][O:10][C:11]2[CH:18]=[CH:17][C:14]([CH:15]=O)=[CH:13][CH:12]=2)[CH2:6][CH2:5][CH2:4][CH2:3][CH2:2]1.[Cl:19][C:20]1[CH:25]=[CH:24][C:23]([C:26]2([OH:32])[CH2:31][CH2:30][NH:29][CH2:28][CH2:27]2)=[CH:22][CH:21]=1.C(O[BH-](OC(=O)C)OC(=O)C)(=O)C.[Na+].[OH-].[Na+].[CH2:49]([Cl:51])[Cl:50]>C(O)(=O)C>[NH3:1].[CH2:49]([Cl:51])[Cl:50].[Cl:19][C:20]1[CH:25]=[CH:24][C:23]([C:26]2([OH:32])[CH2:27][CH2:28][N:29]([CH2:15][C:14]3[CH:17]=[CH:18][C:11]([O:10][CH2:9][CH2:8][CH2:7][N:1]4[CH2:6][CH2:5][CH2:4][CH2:3][CH2:2]4)=[CH:12][CH:13]=3)[CH2:30][CH2:31]2)=[CH:22][CH:21]=1 |f:2.3,4.5,8.9|. Procedure details: A solution of the product of Example 9 (200 mg), 4-(4-chloro-phenyl)-piperidin-4-ol (170 mg), and acetic acid (0.05 mL) in DCM (3 mL) was treated with sodium triacetoxyborohydride (300 mg). After 16 h, the resulting mixture was treated with 10% sodium hydroxide (5 mL) and extracted with DCM (3×10 mL). The combined organic phases were dried (sodium sulfate) and evaporated. Chromatography of the residue (1-5% 2 M methanolic ammonia/DCM) gave the title compound as a colorless oil (203 mg). 1H NMR (...